From a dataset of the Open Reaction Database (ORD), a public repository of structured organic reaction records. describe an organic reaction: reactants, conditions, products, and yield The reactants are CN(OCc1ccccc1)S(=O)(=O)c1ccccc1[N+](=O)[O-], CC(=O)O, [Fe], O. Yields the product CN(OCc1ccccc1)S(=O)(=O)c1ccccc1N. Reaction SMILES: [CH3:1][N:2]([S:3](=[O:4])(=[O:5])[c:6]1[c:7]([N+:12]([O-:13])=[O:14])[cH:8][cH:9][cH:10][cH:11]1)[O:15][CH2:16][c:17]1[cH:18][cH:19][cH:20][cH:21][cH:22]1.[CH3:24][C:25](=[O:26])[OH:27].[Fe:28].[OH2:23]>>[CH3:1][N:2]([S:3](=[O:4])(=[O:5])[c:6]1[c:7]([NH2:12])[cH:8][cH:9][cH:10][cH:11]1)[O:15][CH2:16][c:17]1[cH:18][cH:19][cH:20][cH:21][cH:22]1. The yield is 31.0%. The product is NC=1SC=2CCN(CCC2N1)CC=CC1=C(C=CC=C1)C#N (2-Amino-6-(3-(2-cyano-phenyl)allyl)-4,5,7,8-tetrahydro- 6H-thiazolo[5,4-d]azepine). Procedure details: Prepared analogously to Example 1 from 2-amino-4,5,7,8-tetrahydro-6H-thiazolo[5,4-d]azepine, potassium carbonate and 2-cyano-cinnamyl bromide (melting point: 69°-71° C.) in anhydrous dimethylformamide for 15 hours at 20° C. Yield: 31% of theory, Melting point: 140°-144° C. (acetone). As a reaction SMILES: [NH2:1][C:2]1[S:3][C:4]2[CH2:5][CH2:6][NH:7][CH2:8][CH2:9][C:10]=2[N:11]=1.C(=O)([O-])[O-].[K+].[K+].[C:18]([C:20]1[CH:29]=[CH:28][CH:27]=[CH:26][C:21]=1[CH:22]=[CH:23][CH2:24]Br)#[N:19].CC(C)=O>CN(C)C=O>[NH2:1][C:2]1[S:3][C:4]2[CH2:5][CH2:6][N:7]([CH2:24][CH:23]=[CH:22][C:21]3[CH:26]=[CH:27][CH:28]=[CH:29][C:20]=3[C:18]#[N:19])[CH2:8][CH2:9][C:10]=2[N:11]=1 |f:1.2.3|. The reactants are CC(=O)C (acetone), NC=1SC=2CCNCCC2N1 (2-amino-4,5,7,8-tetrahydro-6H-thiazolo[5,4-d]azepine), C([O-])([O-])=O.[K+].[K+] (potassium carbonate), C(#N)C1=C(C=CCBr)C=CC=C1 (2-cyano-cinnamyl bromide). Solvent: CN(C=O)C (dimethylformamide). Starting materials: O (water), Cl.NCC(C(C)C)=O (4-amino-2-methyl-3-butanone hydrochloride), C(CC(=O)C)(=O)OCC (ethyl acetoacetate), C(C)(=O)[O-].[Na+] (sodium acetate). The solvent is C(C)(=O)O (acetic acid). Conditions: temperature 100 celsius. Product: C(C)(C)C=1C(=C(NC1)C)C(=O)OCC (ethyl 4-isopropyl-2-methyl-1H-pyrrole-3-carboxylate). RXN SMILES: Cl.[NH2:2][CH2:3][C:4](=O)[CH:5]([CH3:7])[CH3:6].[C:9](OCC)(=O)[CH2:10][C:11]([CH3:13])=O.[C:18]([O-:21])(=O)[CH3:19].[Na+].[OH2:23]>C(O)(=O)C>[CH:5]([C:4]1[C:10]([C:9]([O:21][CH2:18][CH3:19])=[O:23])=[C:11]([CH3:13])[NH:2][CH:3]=1)([CH3:7])[CH3:6] |f:0.1,3.4|. Reported procedure: A solution containing 0.32 g of 4-amino-2-methyl-3-butanone hydrochloride, 0.33 g of ethyl acetoacetate and 0.28 g of sodium acetate in 2 ml of 75% acetic acid was heated at 100° C. for 1.5 h. The mixture was poured into 10 ml of water and extracted three times with 10 ml of diethyl ether. Combined extracts were washed three times with 10 ml of saturated sodium hydrogen carbonate and with 10 ml of brine then dried over anhydrous magnesium sulphate, filtered and evaporated. The residue was purifi... Starting materials: CSCCCl, [H-], [Na+], CN(C)C=O, O=Cc1cccc(O)c1. Yields the product CSCCOc1cccc(C=O)c1. RXN SMILES: [CH3:12][S:13][CH2:14][CH2:15][Cl:16].[H-:2].[Na+:1].[O:17]=[CH:18][N:19]([CH3:20])[CH3:21].[OH:3][c:4]1[cH:5][c:6]([CH:7]=[O:8])[cH:9][cH:10][cH:11]1>>[O:3]([c:4]1[cH:5][c:6]([CH:7]=[O:8])[cH:9][cH:10][cH:11]1)[CH2:15][CH2:14][S:13][CH3:12].